From a dataset of the Open Reaction Database (ORD), a public repository of structured organic reaction records. describe an organic reaction: reactants, conditions, products, and yield The reactants are C(Cl)Cl (DCM), [H][H] (hydrogen), ClC1=CC(=C(C=C1)C1C2=C(NCCS1)N(N=C2C2=NC=CC=C2)C)C=C (4-(4-chloro-2-vinyl-phenyl)-1-methyl-3-(2-pyridyl)-4,6,7,8-tetrahydropyrazolo-[3,4-e][1,4]thiazepine). The reagents and catalysts are [OH-].[OH-].[Pd+2] (palladium hydroxide on carbon). Solvent: CO (methanol). The product is ClC1=CC(=C(C=C1)C1C2=C(NCCS1)N(N=C2C2=NC=CC=C2)C)CC (4-(4-chloro-2-ethyl-phenyl)-1-methyl-3-(2-pyridyl)-4,6,7,8-tetrahydropyrazolo[3,4-e][1,4]thiazepine). Reaction SMILES: [Cl:1][C:2]1[CH:7]=[CH:6][C:5]([CH:8]2[S:14][CH2:13][CH2:12][NH:11][C:10]3[N:15]([CH3:24])[N:16]=[C:17]([C:18]4[CH:23]=[CH:22][CH:21]=[CH:20][N:19]=4)[C:9]2=3)=[C:4]([CH:25]=[CH2:26])[CH:3]=1.C(Cl)Cl.[H][H]>CO.[OH-].[OH-].[Pd+2]>[Cl:1][C:2]1[CH:7]=[CH:6][C:5]([CH:8]2[S:14][CH2:13][CH2:12][NH:11][C:10]3[N:15]([CH3:24])[N:16]=[C:17]([C:18]4[CH:23]=[CH:22][CH:21]=[CH:20][N:19]=4)[C:9]2=3)=[C:4]([CH2:25][CH3:26])[CH:3]=1 |f:4.5.6|. Procedure: A mixture of 4-(4-chloro-2-vinyl-phenyl)-1-methyl-3-(2-pyridyl)-4,6,7,8-tetrahydropyrazolo-[3,4-e][1,4]thiazepine (0.100 g, 0.26 mmol, Preparation #18) and palladium hydroxide on carbon (0.073 g, 20 wt % on dry basis, ˜0.1 mmol), in methanol (5 mL) and DCM (2 mL) was treated with hydrogen (1 atm.), at rt, overnight. Then the mixture was filtered over diatomaceous earth and concentrated in vacuo. The residue was purified by prep-HPLC (Table 2, Method b) to give 4-(4-chloro-2-ethyl-phenyl)-1-methy... The reactants are O([Na])C(C)(C)C (NaO-t-Bu), CCOC(=O)C.CCCCCC (EtOAc hexane), C1(=CC=CC=C1)C (toluene), NC1=CC=C(C=C)C=C1 (4-aminostyrene), IC1=CC=C(C=C1)C (4-Iodotoluene). The reagents and catalysts are C=1C=CC(=CC1)/C=C/C(=O)/C=C/C2=CC=CC=C2.C=1C=CC(=CC1)/C=C/C(=O)/C=C/C2=CC=CC=C2.C=1C=CC(=CC1)/C=C/C(=O)/C=C/C2=CC=CC=C2.[Pd].[Pd] (Pd2dba3). Yields the product CC1=CC=C(C=C1)N(C1=CC=C(C=C1)C=CC1=CC=C(C=C1)C)C1=CC=C(C=C1)C (N,N-bis(4-methylphenyl)-4-[2-(4-methylphenyl) ethenyl]benzenamine). The yield is 87.0%. Reaction SMILES: O([C:3]([CH3:6])([CH3:5])[CH3:4])[Na].[NH2:7][C:8]1[CH:15]=[CH:14][C:11]([CH:12]=[CH2:13])=[CH:10][CH:9]=1.I[C:17]1[CH:22]=[CH:21][C:20]([CH3:23])=[CH:19][CH:18]=1.[C:24]1([CH3:30])[CH:29]=[CH:28][CH:27]=[CH:26][CH:25]=1.CCOC(C)=O.[CH3:37][CH2:38][CH2:39]CCC>C1C=CC(/C=C/C(/C=C/C2C=CC=CC=2)=O)=CC=1.C1C=CC(/C=C/C(/C=C/C2C=CC=CC=2)=O)=CC=1.C1C=CC(/C=C/C(/C=C/C2C=CC=CC=2)=O)=CC=1.[Pd].[Pd]>[CH3:4][C:3]1[CH:6]=[CH:39][C:38]([N:7]([C:27]2[CH:28]=[CH:29][C:24]([CH3:30])=[CH:25][CH:26]=2)[C:8]2[CH:15]=[CH:14][C:11]([CH:12]=[CH:13][C:17]3[CH:22]=[CH:21][C:20]([CH3:23])=[CH:19][CH:18]=3)=[CH:10][CH:9]=2)=[CH:37][CH:5]=1 |f:4.5,6.7.8.9.10|. Reported procedure: Following the general procedure, Pd2dba3 (18.3 mg, 2 mol %), NaO-t-Bu (336 mg, 3.5 mmol), P(isoBuNCH2CH2)3N (13.6 mg, 4 mol %), 4-aminostyrene (119 mg, 1 mmol), 4-Iodotoluene (698 mg, 3.2 mmol), and 10 mL of dry toluene at 110° C. for 16 h. produced (5) N,N-bis(4-methylphenyl)-4-[2-(4-methylphenyl) ethenyl]benzenamine (338 mg, 87%) as the sole product after chromatography with 1% EtOAc/hexane mixture. (See Entry 9 of Table 2).